This data is from the Open Reaction Database (ORD), a public repository of structured organic reaction records. The task is: describe an organic reaction: reactants, conditions, products, and yield The reactants are N#N (N2), CCN(C(C)C)C(C)C (DIPEA), ClCC=1OC=C(N1)COC (2-(chloromethyl)-4-(methoxymethyl)oxazole), [N+](=O)([O-])C1=NNN=C1 (4-nitro-2H-[1,2,3]triazole), solution. Solvent: O (Water), CC(OCC)=O (EA), CN(C)C=O (DMF), CN(C)C=O (DMF), CN(C)C=O (DMF). Run at temperature 50 celsius, time 8 hour. Yields the product COCC=1N=C(OC1)CN1N=CC(=N1)[N+](=O)[O-] (4-(Methoxymethyl)-2-((4-nitro-2H-1,2,3-triazol-2-yl)methyl)oxazole). RXN SMILES: N#N.Cl[CH2:4][C:5]1[O:6][CH:7]=[C:8]([CH2:10][O:11][CH3:12])[N:9]=1.[N+:13]([C:16]1[CH:20]=[N:19][NH:18][N:17]=1)([O-:15])=[O:14].CCN(C(C)C)C(C)C>CN(C=O)C.CC(=O)OCC.O>[CH3:12][O:11][CH2:10][C:8]1[N:9]=[C:5]([CH2:4][N:18]2[N:17]=[C:16]([N+:13]([O-:15])=[O:14])[CH:20]=[N:19]2)[O:6][CH:7]=1. Procedure details: In a flame dried round-bottomed flask equipped with a magnetic stir bar and under inert atmosphere (N2), a solution of 2-(chloromethyl)-4-(methoxymethyl)oxazole (1.38 g, 8.55 mmol) in DMF (24.0 mL) was added to a solution of 4-nitro-2H-[1,2,3]triazole (T. E. Eagles et al. Organic preparations and procedures 2 (2), 117-119, 1970; P. N. Neuman J. Heterocycl. Chem. 8, 51-56, 1971) (10.16 g of a 9.6% solution in DMF, 8.55 mmol) in DMF (24.0 mL) pre-treated for 30 min with DIPEA (2.93 mL, 17.10 mmol)...